This data is from the Open Reaction Database (ORD), a public repository of structured organic reaction records. The task is: describe an organic reaction: reactants, conditions, products, and yield Reactants: CN([SiH](C)C)[Si](C)(C)C, C[Si](C)(C)Cl, COC(=O)c1nc[nH]c1C(=O)OC. Product: COC(=O)c1ncn([Si](C)(C)C)c1C(=O)OC. Reaction SMILES: [CH3:14][SiH:15]([CH3:16])[N:21]([Si:17]([CH3:18])([CH3:19])[CH3:20])[CH3:22].[CH3:23][Si:24]([CH3:25])([CH3:26])[Cl:27].[nH:1]1[cH:2][n:3][c:4]([C:10](=[O:11])[O:12][CH3:13])[c:5]1[C:6](=[O:7])[O:8][CH3:9]>>[n:1]1([Si:17]([CH3:18])([CH3:19])[CH3:20])[cH:2][n:3][c:4]([C:10](=[O:11])[O:12][CH3:13])[c:5]1[C:6](=[O:7])[O:8][CH3:9]. The reactants are C1(=CC(=CC=C1)C1(C=CC(CC1)=O)C=1C=C(C=CC1)C)C (4,4-bis-(3-tolyl)cyclohexenone), C(CCC)OCN(C[Si](C)(C)C)CC1=CC=CC=C1 (N-butoxymethyl-N-trimethylsilylmethylbenzylamine), C([O-])([O-])=O.[K+].[K+] (potassium carbonate). The reagents and catalysts are FC(C(=O)O)(F)F (Trifluoroacetic acid). Run in ClCCl (dichloromethane). Run at time 3 hour. The product is C(C1=CC=CC=C1)N1CC2C(CCC(C2C1)=O)(C=1C=C(C=CC1)C)C=1C=C(C=CC1)C ((3aRS,7aRS)-2-benzyl-7,7-bis-(3-tolyl)-4-perhydroisoindolone). RXN SMILES: [C:1]1([CH3:21])[CH:6]=[CH:5][CH:4]=[C:3]([C:7]2([C:14]3[CH:15]=[C:16]([CH3:20])[CH:17]=[CH:18][CH:19]=3)[CH2:12][CH2:11][C:10](=[O:13])[CH:9]=[CH:8]2)[CH:2]=1.C(O[CH2:27][N:28]([CH2:34][C:35]1[CH:40]=[CH:39][CH:38]=[CH:37][CH:36]=1)[CH2:29][Si](C)(C)C)CCC.C(=O)([O-])[O-].[K+].[K+]>FC(F)(F)C(O)=O.ClCCl>[CH2:34]([N:28]1[CH2:29][CH:11]2[CH:12]([C:7]([C:14]3[CH:15]=[C:16]([CH3:20])[CH:17]=[CH:18][CH:19]=3)([C:3]3[CH:2]=[C:1]([CH3:21])[CH:6]=[CH:5][CH:4]=3)[CH2:8][CH2:9][C:10]2=[O:13])[CH2:27]1)[C:35]1[CH:40]=[CH:39][CH:38]=[CH:37][CH:36]=1 |f:2.3.4|. Procedure details: Trifluoroacetic acid (12 drops) is added to a solution of 4,4-bis-(3-tolyl)cyclohexenone (16.7 g) and N-butoxymethyl-N-trimethylsilylmethylbenzylamine (18.7 cc) in dry dichloromethane (150 cc). The reaction mixture is brought to reflux and then stirred for 3 hours allowing the temperature to return to 25° C. and for a further 10 minutes after addition of potassium carbonate (12 g). After filtering and concentrating the filtrate to dryness under reduced pressure (2.7 kPa), the residue is chromato... Starting materials: N=C1NC(SC1)=O (4-imino-2-thiazolidinone), N=C1NC(C2=CC=CC=C12)=N (1,3-diiminoisoindoline). Solvent: CO (methanol). Run at time 3 hour. Product: N=C1NC(C2=CC=CC=C12)=C1C(NC(S1)=O)=N (1-imino-3-(2-oxo-4-imino-5-thiazolidinylidene)isoindoline). RXN SMILES: [NH:1]=[C:2]1[CH2:6][S:5][C:4](=[O:7])[NH:3]1.[NH:8]=[C:9]1[C:17]2[C:12](=[CH:13][CH:14]=[CH:15][CH:16]=2)[C:11](=N)[NH:10]1>CO>[NH:8]=[C:9]1[C:17]2[C:12](=[CH:13][CH:14]=[CH:15][CH:16]=2)[C:11](=[C:6]2[S:5][C:4](=[O:7])[NH:3][C:2]2=[NH:1])[NH:10]1. Reported procedure: A mixture of 3.5 parts of 4-imino-2-thiazolidinone, 4.4 parts of 1,3-diiminoisoindoline and 100 parts of methanol was stirred under an atmosphere of nitrogen at room temperature for 3 hours and then at reflux temperature for 2 hours. The reaction mixture was cooled to 25° C. and the solid therein was collected by filtration, washed with fresh methanol and dried in vacuo at 50° C. to obtain 5.4 parts of 1-imino-3-(2-oxo-4-imino-5-thiazolidinylidene)isoindoline as a yellow powder melting at 346°-3... Conditions: time 1 hour. RXN SMILES: [Cl:1][C:2]1[CH:3]=[CH:4][C:5]([F:25])=[C:6]([C:8]2[CH:17]=[C:16]([C:18]3[CH:19]=[CH:20][C:21]([NH2:24])=[N:22][CH:23]=3)[C:15]3[C:10](=[N:11][CH:12]=[CH:13][CH:14]=3)[N:9]=2)[CH:7]=1.ClCCl.[Br:29]Br>>[Br:29][C:20]1[C:21]([NH2:24])=[N:22][CH:23]=[C:18]([C:16]2[C:15]3[C:10](=[N:11][CH:12]=[CH:13][CH:14]=3)[N:9]=[C:8]([C:6]3[CH:7]=[C:2]([Cl:1])[CH:3]=[CH:4][C:5]=3[F:25])[CH:17]=2)[CH:19]=1. Yields the product BrC=1C(=NC=C(C1)C1=CC(=NC2=NC=CC=C12)C1=C(C=CC(=C1)Cl)F)N (3-bromo-5-[2-(5-chloro-2-fluoro-phenyl)-[1,8]naphthyridin-4-yl]-pyridin-2-ylamine). Procedure details: To a solution of 429 mg (1.22 mmol) 5-[2-(5-Chloro-2-fluoro-phenyl)-[1,8]naphthyridin-4-yl]-pyridin-2-ylamine in 5 ml dichloromethane 195 mg (1.84 mmol) sodium bicarbonate was added. Then 94 μl (1.84 mmol) bromine were added slowly. The reaction mixture was stirred for 1 hour at room temperature and subsequently was partitioned between water and dichloromethane. The organic phase was dried over sodium sulfate and evaporated yielding 3-bromo-5-[2-(5-chloro-2-fluoro-phenyl)-[1,8]naphthyridin-4-yl]... Starting materials: ClC=1C=CC(=C(C1)C1=NC2=NC=CC=C2C(=C1)C=1C=CC(=NC1)N)F (5-[2-(5-Chloro-2-fluoro-phenyl)-[1,8]naphthyridin-4-yl]-pyridin-2-ylamine), ClCCl (dichloromethane), BrBr (bromine). The reactants are O (Water), C(C1=CC=CC=C1)Br (Benzyl bromide), OCCOC1=C(C=C(C=C1C)C1=CC=C(C=C1)C(=O)O)C (4′-(2-hydroxyethoxy}-3′,5′-dimethylbiphenyl-4-carboxylic acid), C([O-])([O-])=O.[K+].[K+] (potassium carbonate). The solvent is C(C)(=O)OCC (ethyl acetate), CN(C=O)C (N,N-dimethylformamide). Reaction conditions: time 8 hour. Product: OCCOC1=C(C=C(C=C1C)C1=CC=C(C=C1)C(=O)OCC1=CC=CC=C1)C (Benzyl 4′-(2-hydroxyethoxy}-3′,5′-dimethylbiphenyl-4-carboxylate). As a reaction SMILES: [CH2:1](Br)[C:2]1[CH:7]=[CH:6][CH:5]=[CH:4][CH:3]=1.[OH:9][CH2:10][CH2:11][O:12][C:13]1[C:18]([CH3:19])=[CH:17][C:16]([C:20]2[CH:25]=[CH:24][C:23]([C:26]([OH:28])=[O:27])=[CH:22][CH:21]=2)=[CH:15][C:14]=1[CH3:29].C(=O)([O-])[O-].[K+].[K+].O>CN(C)C=O.C(OCC)(=O)C>[OH:9][CH2:10][CH2:11][O:12][C:13]1[C:18]([CH3:19])=[CH:17][C:16]([C:20]2[CH:25]=[CH:24][C:23]([C:26]([O:28][CH2:1][C:2]3[CH:7]=[CH:6][CH:5]=[CH:4][CH:3]=3)=[O:27])=[CH:22][CH:21]=2)=[CH:15][C:14]=1[CH3:29] |f:2.3.4|. Procedure details: Benzyl bromide (0.13 mL) was added to a mixture of 4′-(2-hydroxyethoxy}-3′,5′-dimethylbiphenyl-4-carboxylic acid (0.29 g) and potassium carbonate (0.17 g) in N,N-dimethylformamide (5 mL), and the mixture was stirred at room temperature overnight. Water and ethyl acetate were added to the reaction mixture. The organic layer was separated, washed with water and brine, and dried over anhydrous magnesium sulfate. The solvent was evaporated under reduced pressure, and the residue was purified by sili... The reactants are C1(=CC=CC=C1)C1=NNC2=CC=C(C=C12)C (3-phenyl-5-methylindazole), Cl.CN(C)CCCl (dimethylaminoethyl chloride hydrochloride). Yields the product Cl.CN(C(C)C1=C2C(=NNC2=CC=C1C)C1=CC=CC=C1)C (1-dimethylaminoethyl-3-phenyl-5-methylindazole hydrochloride). Yield: 63.2%. As a reaction SMILES: [C:1]1([C:7]2[C:15]3[C:10](=[CH:11][CH:12]=[C:13]([CH3:16])[CH:14]=3)[NH:9][N:8]=2)[CH:6]=[CH:5][CH:4]=[CH:3][CH:2]=1.Cl.[CH3:18][N:19]([CH2:21][CH2:22][Cl:23])[CH3:20]>>[ClH:23].[CH3:18][N:19]([CH3:20])[CH:21]([C:14]1[C:13]([CH3:16])=[CH:12][CH:11]=[C:10]2[C:15]=1[C:7]([C:1]1[CH:6]=[CH:5][CH:4]=[CH:3][CH:2]=1)=[N:8][NH:9]2)[CH3:22] |f:1.2,3.4|. Procedure: By the procedure similar to that described in Example 1, 3-phenyl-5-methylindazole (4.17 g) and dimethylaminoethyl chloride hydrochloride (4.32 g) were treated to obtain 4.0 g of 1-dimethylaminoethyl-3-phenyl-5-methylindazole hydrochloride (m.p. 191°-192° C). Reactants: C(C)OC1=C(C#N)C(=CC(=C1)C1=NC(=NC(=C1)N1[C@@H](COCC1)C(C)C)NC)F (2-(ethyloxy)-6-fluoro-4-{2-(methylamino)-6-[(3R)-3-(1-methylethyl)-4-morpholinyl]-4-pyrimidinyl}benzonitrile), O.NN (hydrazine monohydrate), C(C)O (ethanol). Reaction conditions: temperature 100 celsius. The product is C(C)OC1=C2C(=NNC2=CC(=C1)C1=NC(=NC(=C1)N1[C@@H](COCC1)C(C)C)NC)N (4-(Ethyloxy)-6-{2-(methylamino)-6-[(3R)-3-(1-methylethyl)-4-morpholinyl]-4-pyrimidinyl}-1H-indazol-3-amine). RXN SMILES: C(O[C:4]1[CH:11]=[C:10]([C:12]2[CH:17]=[C:16]([N:18]3[CH2:23][CH2:22][O:21][CH2:20][C@H:19]3[CH:24]([CH3:26])[CH3:25])[N:15]=[C:14]([NH:27][CH3:28])[N:13]=2)[CH:9]=[C:8](F)[C:5]=1[C:6]#[N:7])C.[OH2:30].[NH2:31][NH2:32].[CH2:33](O)[CH3:34]>>[CH2:33]([O:30][C:4]1[CH:11]=[C:10]([C:12]2[CH:17]=[C:16]([N:18]3[CH2:23][CH2:22][O:21][CH2:20][C@H:19]3[CH:24]([CH3:25])[CH3:26])[N:15]=[C:14]([NH:27][CH3:28])[N:13]=2)[CH:9]=[C:8]2[C:5]=1[C:6]([NH2:7])=[N:31][NH:32]2)[CH3:34] |f:1.2|. Procedure: To a solution of 2-(ethyloxy)-6-fluoro-4-{2-(methylamino)-6-[(3R)-3-(1-methylethyl)-4-morpholinyl]-4-pyrimidinyl}benzonitrile (315 mg, 0.79 mmol) in ethanol (10 mL) was added hydrazine monohydrate (2.5 mL) in one portion. The mixture was heated at 100° C. for 20 hours, cooled to room temperature and concentrated in vacuo. The residue was taken up in water (10 mL) as a suspension. The solids were collected by filtration and washed with water (3×2 mL). Further purification was carried out by silic...